This data is from the Open Reaction Database (ORD), a public repository of structured organic reaction records. The task is: describe an organic reaction: reactants, conditions, products, and yield Reactants: [I-].[K+] (potassium iodide), CC(CO)(C)C (2,2-dimethyl-1-propanol), [Cl-].[NH4+] (ammonium chloride), [H-].[Na+] (sodium hydride), ClCC1=CC=C(C(=O)N(C)OC)C=C1 (4-(chloromethyl)-N-methoxy-N-methylbenzamide). Run in CN(C=O)C (N,N-dimethylformamide), CN(C=O)C (N,N-dimethylformamide), O1CCCC1 (tetrahydrofuran). The product is CC(COCC1=CC=C(C(=O)N(C)OC)C=C1)(C)C (4-[(2,2-dimethylpropoxy)methyl]-N-methoxy-N-methylbenzamide). The yield is 24.5%. RXN SMILES: [H-].[Na+].[I-].[K+].[CH3:5][C:6]([CH3:10])([CH3:9])[CH2:7][OH:8].Cl[CH2:12][C:13]1[CH:24]=[CH:23][C:16]([C:17]([N:19]([O:21][CH3:22])[CH3:20])=[O:18])=[CH:15][CH:14]=1.[Cl-].[NH4+]>CN(C)C=O.O1CCCC1>[CH3:5][C:6]([CH3:10])([CH3:9])[CH2:7][O:8][CH2:12][C:13]1[CH:14]=[CH:15][C:16]([C:17]([N:19]([O:21][CH3:22])[CH3:20])=[O:18])=[CH:23][CH:24]=1 |f:0.1,2.3,6.7|. Procedure details: To a suspension of sodium hydride (60% dispersion in mineral oil, 286 mg) in N,N-dimethylformamide (23.4 mL), a solution of potassium iodide (70.2 mg) and 2,2-dimethyl-1-propanol (618 mg) in N,N-dimethylformamide (5.00 mL) were added. After stirring the mixture at room temperature for an hour, a solution in tetrahydrofuran (5.00 mL) of the compound (1.00 g) obtained in step (1) above was added. After stirring the mixture at room temperature for 3 hours, a saturated aqueous solution of ammonium c... Starting materials: [OH-].[Na+] (sodium hydroxide), ClC(=O)OCCl (chloromethyl chloroformate), O.Cl.O=C1CCNCC1 (4-oxopiperidine hydrochloride monohydrate), C(C)OCC (diethyl ether), ClC(=O)OCCl (Chloromethyl chloroformate). The solvent is O (water). Reaction conditions: temperature 0 celsius. Product: ClCOC(=O)N1CCC(CC1)=O (1-chloromethoxycarbonyl-4-oxopiperidine). Isolated yield 100.0%. As a reaction SMILES: O.Cl.[O:3]=[C:4]1[CH2:9][CH2:8][NH:7][CH2:6][CH2:5]1.C(OCC)C.Cl[C:16]([O:18][CH2:19][Cl:20])=[O:17].[OH-].[Na+]>O>[Cl:20][CH2:19][O:18][C:16]([N:7]1[CH2:8][CH2:9][C:4](=[O:3])[CH2:5][CH2:6]1)=[O:17] |f:0.1.2,5.6|. Reported procedure: To a solution of 1 g of 4-oxopiperidine hydrochloride monohydrate in 0.7 ml of water was added 2.2 ml of diethyl ether, and the mixture was stirred at 0° C. Chloromethyl chloroformate (0.3 ml) was added dropwise, and the mixture was stirred at 0° C. for 5 minutes. Next, 0.8 ml of a 17N aqueous sodium hydroxide solution and 0.3 ml of chloromethyl chloroformate were divided into three portions and alternately added dropwise, and the resulting mixture was stirred at 0° C. for additional 20 minutes....